This data is from the Open Reaction Database (ORD), a public repository of structured organic reaction records. The task is: describe an organic reaction: reactants, conditions, products, and yield The reactants are Cc1cc(C)cc(C(=O)N(NC(=O)c2ccccc2)C(C)(C)C)c1, C#CCBr, CN(C)C=O, CCOC(C)=O, [H-], [Na+]. Yields the product C#CCN(C(=O)c1ccccc1)N(C(=O)c1cc(C)cc(C)c1)C(C)(C)C. Reaction SMILES: [C:1]([CH3:2])([CH3:3])([CH3:4])[N:5]([NH:6][C:7]([c:8]1[cH:9][cH:10][cH:11][cH:12][cH:13]1)=[O:14])[C:15]([c:16]1[cH:17][c:18]([CH3:23])[cH:19][c:20]([CH3:22])[cH:21]1)=[O:24].[CH2:27]([C:28]#[CH:29])[Br:30].[CH3:31][N:32]([CH3:33])[CH:34]=[O:35].[CH3:36][CH2:37][O:38][C:39](=[O:40])[CH3:41].[H-:25].[Na+:26]>>[C:1]([CH3:2])([CH3:3])([CH3:4])[N:5]([N:6]([C:7]([c:8]1[cH:9][cH:10][cH:11][cH:12][cH:13]1)=[O:14])[CH2:29][C:28]#[CH:27])[C:15]([c:16]1[cH:17][c:18]([CH3:23])[cH:19][c:20]([CH3:22])[cH:21]1)=[O:24]. Reactants: C(C)(C)(C)OC(=O)N[C@H](C(=O)N1C[C@H](CC1)F)[C@@H](C(=O)OC)CC=C (Methyl (2S)-2-[(1S)-1-[(tert-butoxycarbonyl)amino]-2-[(3S)-3-fluoropyrrolidin-1-yl]-2-oxoethyl]pent-4-enoate), [OH-].[Li+] (lithium hydroxide). Run in C1CCOC1 (THF), O (water). Conditions: time 12 hour. The product is C(C)(C)(C)OC(=O)N[C@H](C(=O)N1C[C@H](CC1)F)[C@@H](C(=O)O)CC=C ((2S)-2-[(1S)-1-[(tert-Butoxycarbonyl)amino]-2-[(3S)-3-fluoropyrrolidin-1-yl]-2-oxoethyl]pent-4-enoic acid). As a reaction SMILES: [C:1]([O:5][C:6]([NH:8][C@@H:9]([C@H:18]([CH2:23][CH:24]=[CH2:25])[C:19]([O:21]C)=[O:20])[C:10]([N:12]1[CH2:16][CH2:15][C@H:14]([F:17])[CH2:13]1)=[O:11])=[O:7])([CH3:4])([CH3:3])[CH3:2].[OH-].[Li+]>C1COCC1.O>[C:1]([O:5][C:6]([NH:8][C@@H:9]([C@H:18]([CH2:23][CH:24]=[CH2:25])[C:19]([OH:21])=[O:20])[C:10]([N:12]1[CH2:16][CH2:15][C@H:14]([F:17])[CH2:13]1)=[O:11])=[O:7])([CH3:4])([CH3:3])[CH3:2] |f:1.2|. Procedure: To a stirred solution of the product from Step B (1.57 g, 4.358 mmol) in THF (30 mL) and water (20 mL) was added lithium hydroxide (1.2 g, 50.0 mmol). After stirring at room temperature for 12 h, the reaction was quenched with 1N hydrochloric acid. The organic phase was separated and the aqueous phase was extracted with two portions of ethyl acetate. The combined organic layers were washed with brine and concentrated in vacuo to give the desired product. Reactants: Brc1cccc2ccccc12, C=C(OCC)OCC, [NH2-], [Na], C1CCOC1, O. The product is CCOC1(OCC)Cc2ccc3ccccc3c21. Reaction SMILES: [Br:8][c:9]1[cH:10][cH:11][cH:12][c:13]2[cH:14][cH:15][cH:16][cH:17][c:18]12.[CH2:19]([CH3:20])[O:21][C:22](=[CH2:23])[O:24][CH2:25][CH3:26].[NH2-:2].[Na:1].[O:3]1[CH2:4][CH2:5][CH2:6][CH2:7]1.[OH2:27]>>[c:9]12[c:10]([cH:11][cH:12][c:13]3[cH:14][cH:15][cH:16][cH:17][c:18]13)[CH2:23][C:22]2([O:21][CH2:19][CH3:20])[O:24][CH2:25][CH3:26].